Dataset: the Open Reaction Database (ORD), a public repository of structured organic reaction records. Task: describe an organic reaction: reactants, conditions, products, and yield The reactants are C(=O)([O-])[O-].[K+].[K+] (K2CO3), ClC(=O)OC1=CC=C(C=C1)[N+](=O)[O-] (4-nitrophenyl chloroformate), NC1=NC(=C(C(=N1)NCCO)N)Cl (2-[(2,5-diamino-6-chloro-pyrimidin-4-yl)amino]ethanol). Yields the product NC1=NC(=C2NC(N(C2=N1)CCO)=O)Cl (2-amino-6-chloro-9-(2-hydroxyethyl)-7H-purin-8-one). The solvent is C(C)#N (acetonitrile). Procedure: A mixture of 2-[(2,5-diamino-6-chloro-pyrimidin-4-yl)amino]ethanol obtained in step 1 (10.0 g, 49.26 mmol) in acetonitrile (400 ml) were cooled to 0° C. To this reaction mixture K2CO3 (20.39 gm, 147.7 mmol) and 4-nitrophenyl chloroformate (19.8 g, 98.52 mmol)was added and stirred at 25-27° C. for 24 hours. This reaction mixture was filtered and washed with acetonitrile (300 ml) and diethyl ether (300 ml) respectively. Solid obtained was dried to obtain crude 2-amino-6-chloro-9-(2-hydroxyethyl)-7... Reaction SMILES: [NH2:1][C:2]1[N:7]=[C:6]([NH:8][CH2:9][CH2:10][OH:11])[C:5]([NH2:12])=[C:4]([Cl:13])[N:3]=1.[C:14]([O-])([O-])=[O:15].[K+].[K+].ClC(OC1C=CC([N+]([O-])=O)=CC=1)=O>C(#N)C>[NH2:1][C:2]1[N:7]=[C:6]2[C:5]([NH:12][C:14](=[O:15])[N:8]2[CH2:9][CH2:10][OH:11])=[C:4]([Cl:13])[N:3]=1 |f:1.2.3|. Conditions: temperature 0 celsius, time 24 hour.